This data is from the Open Reaction Database (ORD), a public repository of structured organic reaction records. The task is: describe an organic reaction: reactants, conditions, products, and yield Starting materials: O=C1NC2=CC(=C(C=C2C1)N)Cl (2-oxo-5-amino-6-chloroindoline), C([O-])([O-])=O.[K+].[K+] (potassium carbonate), ClCC(=O)OCC (ethyl chloroacetate). The solvent is CC(=O)C (acetone). Run at time 4 hour. Product: O=C1N(C2=CC(=C(C=C2C1)N)Cl)CC(=O)OCC (ethyl 2-oxo-5-amino-6-chloro-1-indolineacetate). Isolated yield 19.1%. RXN SMILES: [O:1]=[C:2]1[CH2:10][C:9]2[C:4](=[CH:5][C:6]([Cl:12])=[C:7]([NH2:11])[CH:8]=2)[NH:3]1.C(=O)([O-])[O-].[K+].[K+].Cl[CH2:20][C:21]([O:23][CH2:24][CH3:25])=[O:22]>CC(C)=O>[O:1]=[C:2]1[CH2:10][C:9]2[C:4](=[CH:5][C:6]([Cl:12])=[C:7]([NH2:11])[CH:8]=2)[N:3]1[CH2:20][C:21]([O:23][CH2:24][CH3:25])=[O:22] |f:1.2.3|. Procedure: To a mixture of 2-oxo-5-amino-6-chloroindoline (3.2 g), potassium carbonate (4.8 g) and acetone (60 ml) was added dropwise ethyl chloroacetate (3.2 g) at ambient temperature. The reaction mixture was refluxed with stirring for 4 hours and then filtered under warm condition. The filter cake was washed with acetone. The combined filtrate and washings were concentrated under reduced pressure to give a residue, which was purified by a column chromatography on silica gel to give crystalline ethyl 2-o... Reactants: OC1=C(C=CC2=CC=CC=C12)C(=O)OCC1=CC=C(C=C1)OC (4-methoxybenzyl 1-hydroxynaphthalene-2-carboxylate), [N+](=O)(O)[O-] (HNO3). Run in CC(=O)O (AcOH), CC(=O)O (AcOH). Run at temperature 25 celsius, time 10 minute. Yields the product OC1=C(C=C(C2=CC=CC=C12)[N+](=O)[O-])C(=O)OCC1=CC=C(C=C1)OC (4-methoxybenzyl 1-hydroxy-4-nitronaphthalene-2-carboxylate). The yield is 61782.3%. RXN SMILES: [OH:1][C:2]1[C:11]2[C:6](=[CH:7][CH:8]=[CH:9][CH:10]=2)[CH:5]=[CH:4][C:3]=1[C:12]([O:14][CH2:15][C:16]1[CH:21]=[CH:20][C:19]([O:22][CH3:23])=[CH:18][CH:17]=1)=[O:13].[N+:24]([O-])([OH:26])=[O:25]>CC(O)=O>[OH:1][C:2]1[C:11]2[C:6](=[CH:7][CH:8]=[CH:9][CH:10]=2)[C:5]([N+:24]([O-:26])=[O:25])=[CH:4][C:3]=1[C:12]([O:14][CH2:15][C:16]1[CH:17]=[CH:18][C:19]([O:22][CH3:23])=[CH:20][CH:21]=1)=[O:13]. Procedure details: A warm vigorously stirred solution of 2 (25.4 g, 0.082 mmol) in AcOH (260 mL) was cooled to 25° C. and treated in one portion with a solution of HNO3 (70% w/w, 18.6 g, 0.20 mmol) in AcOH (25 mL). The temperature rose to 35° C. (controlled with external cooling) and a solid separated. After stirring for a further 10 min at 30° C., the mixture was cooled to 0° C. The precipitate was collected, washed with cold AcOH and iPr2O, and recrystallised from CH2Cl2 /petroleum ether to give 4-methoxybenzyl ... Reactants: BrCC1CC1, COc1cc(Br)c(O)cc1F. The product is COc1cc(Br)c(OCC2CC2)cc1F. As a reaction SMILES: [Br:12][CH2:13][CH:14]1[CH2:15][CH2:16]1.[Br:1][c:2]1[c:3]([OH:11])[cH:4][c:5]([F:10])[c:6]([O:8][CH3:9])[cH:7]1>>[Br:1][c:2]1[c:3]([O:11][CH2:13][CH:14]2[CH2:15][CH2:16]2)[cH:4][c:5]([F:10])[c:6]([O:8][CH3:9])[cH:7]1. Isolated yield 66.7%. Reported procedure: A 100-mL single-neck round-bottomed flask equipped with a magnetic stirrer, reflux condenser and nitrogen inlet was charged with 1,4-dioxane (20 mL), 22 (500 mg, 3.00 mmol), 25 (630 mg, 3.01 mmol) and 1 M THF solution of lithium hexamethyldisilazide (15 mL, 5.00 mmol). After bubbling nitrogen through the resulting solution for 30 min, Xantphos (148 mg, 0.255 mmol) and tris(dibenzylidene acetone)dipalladium(0) (138 mg, 0.150 mmol) were added, and the reaction mixture was heated at reflux for 3 h.... The product is N1(CCC1)CC1=CC(=NN1C)NC=1C(NN=C(C1)Cl)=O (4-(5-(Azetidin-1-ylmethyl)-1-methyl-1H-pyrazol-3-ylamino)-6-chloropyridazin-3(2H)-one). Reagents/catalysts: C=1C=CC(=CC1)/C=C/C(=O)/C=C/C2=CC=CC=C2.C=1C=CC(=CC1)/C=C/C(=O)/C=C/C2=CC=CC=C2.C=1C=CC(=CC1)/C=C/C(=O)/C=C/C2=CC=CC=C2.[Pd].[Pd] (tris(dibenzylidene acetone)dipalladium(0)). RXN SMILES: [N:1]1([CH2:5][C:6]2[N:10]([CH3:11])[N:9]=[C:8]([NH2:12])[CH:7]=2)[CH2:4][CH2:3][CH2:2]1.Br[C:14]1[C:15](=[O:22])[N:16](C)[N:17]=[C:18]([Cl:20])[CH:19]=1.C[Si](C)(C)[N-][Si](C)(C)C.[Li+].CC1(C)C2C(=C(P(C3C=CC=CC=3)C3C=CC=CC=3)C=CC=2)OC2C(P(C3C=CC=CC=3)C3C=CC=CC=3)=CC=CC1=2.Cl>C1C=CC(/C=C/C(/C=C/C2C=CC=CC=2)=O)=CC=1.C1C=CC(/C=C/C(/C=C/C2C=CC=CC=2)=O)=CC=1.C1C=CC(/C=C/C(/C=C/C2C=CC=CC=2)=O)=CC=1.[Pd].[Pd].O.C1COCC1.O1CCOCC1>[N:1]1([CH2:5][C:6]2[N:10]([CH3:11])[N:9]=[C:8]([NH:12][C:14]3[C:15](=[O:22])[NH:16][N:17]=[C:18]([Cl:20])[CH:19]=3)[CH:7]=2)[CH2:4][CH2:3][CH2:2]1 |f:2.3,6.7.8.9.10|. The reactants are CC1(C2=C(C(=CC=C2)P(C3=CC=CC=C3)C4=CC=CC=C4)OC5=C(C=CC=C51)P(C6=CC=CC=C6)C7=CC=CC=C7)C (Xantphos), N1(CCC1)CC1=CC(=NN1C)N (5-(Azetidin-1-ylmethyl)-1-methyl-1H-pyrazol-3-amine), BrC=1C(N(N=C(C1)Cl)C)=O (4-Bromo-6-chloro-2-methylpyridazin-3(2H)-one), C[Si]([N-][Si](C)(C)C)(C)C.[Li+] (lithium hexamethyldisilazide), Cl (hydrochloric acid). Solvent: C1CCOC1 (THF), O1CCOCC1 (1,4-dioxane), O (water). The reactants are Cl.NCC=1C=C(C=CC1)CN1N=C(C2=C(C=CC=C12)OC)NS(=O)(=O)C=1SC(=CC1)Cl (N-[1-{[3-(aminomethyl)phenyl]methyl}-4-(methyloxy)-1H-indazol-3-yl]-5-chloro-2-thiophenesulfonamide hydrochloride), N1=CC=CC=C1 (pyridine), Intermediate 4, CS(=O)(=O)Cl (methanesulfonyl chloride). The solvent is C(Cl)Cl (DCM). Run at time 8 hour. Product: ClC1=CC=C(S1)S(=O)(=O)NC1=NN(C2=CC=CC(=C12)OC)CC1=CC(=CC=C1)CNS(=O)(=O)C (5-Chloro-N-{4-(methyloxy)-1-[(3-{[(methylsulfonyl)amino]methyl}phenyl)methyl]-1H-indazol-3-yl}-2-thiophenesulfonamide). The yield is 19.0%. As a reaction SMILES: Cl.[NH2:2][CH2:3][C:4]1[CH:5]=[C:6]([CH2:10][N:11]2[C:19]3[C:14](=[C:15]([O:20][CH3:21])[CH:16]=[CH:17][CH:18]=3)[C:13]([NH:22][S:23]([C:26]3[S:27][C:28]([Cl:31])=[CH:29][CH:30]=3)(=[O:25])=[O:24])=[N:12]2)[CH:7]=[CH:8][CH:9]=1.[CH3:32][S:33](Cl)(=[O:35])=[O:34].N1C=CC=CC=1>C(Cl)Cl>[Cl:31][C:28]1[S:27][C:26]([S:23]([NH:22][C:13]2[C:14]3[C:19](=[CH:18][CH:17]=[CH:16][C:15]=3[O:20][CH3:21])[N:11]([CH2:10][C:6]3[CH:7]=[CH:8][CH:9]=[C:4]([CH2:3][NH:2][S:33]([CH3:32])(=[O:35])=[O:34])[CH:5]=3)[N:12]=2)(=[O:25])=[O:24])=[CH:30][CH:29]=1 |f:0.1|. Procedure: To a suspension of N-[1-{[3-(aminomethyl)phenyl]methyl}-4-(methyloxy)-1H-indazol-3-yl]-5-chloro-2-thiophenesulfonamide hydrochloride ((for a preparation see Intermediate 4) 51 mg, 0.10 mmol) in dry DCM (3 mL) was added methanesulfonyl chloride (8 μL, 0.1 mmol), followed by pyridine (1 mL). The resultant pale yellow solution was stirred at room temperature overnight. LCMS showed only 19% of required product. Triethylamine (14 μL, 0.10 mmol), followed by more methanesulfonyl chloride (8 μL, 0.1 mm... As a reaction SMILES: Cl[C:2]1[CH:7]=[C:6]([C:8]2[C:16]3[O:15][N:14]=[C:13]([NH2:17])[C:12]=3[CH:11]=[CH:10][CH:9]=2)[N:5]=[C:4]2[N:18]([CH3:21])[N:19]=[CH:20][C:3]=12.[CH3:22][S:23]([C:26]1[CH:31]=[CH:30][C:29]([OH:32])=[CH:28][CH:27]=1)(=[O:25])=[O:24].C(=O)([O-])[O-].[K+].[K+]>CN(C=O)C>[CH3:21][N:18]1[C:4]2=[N:5][C:6]([C:8]3[C:16]4[O:15][N:14]=[C:13]([NH2:17])[C:12]=4[CH:11]=[CH:10][CH:9]=3)=[CH:7][C:2]([O:32][C:29]3[CH:28]=[CH:27][C:26]([S:23]([CH3:22])(=[O:25])=[O:24])=[CH:31][CH:30]=3)=[C:3]2[CH:20]=[N:19]1 |f:2.3.4|. The yield is 21.7%. Solvent: CN(C)C=O (DMF). Reactants: ClC1=C2C(=NC(=C1)C1=CC=CC=3C(=NOC31)N)N(N=C2)C (7-(4-Chloro-1-methyl-1H-pyrazolo[3,4-b]pyridin-6-yl)benzo[d]isoxazol-3-amine), CS(=O)(=O)C1=CC=C(C=C1)O (4-Methylsulfonylphenol), C([O-])([O-])=O.[K+].[K+] (potassium carbonate). Procedure: A mixture of 7-(4-chloro-1-methyl-1H-pyrazolo[3,4-b]pyridin-6-yl)benzo[d]isoxazol-3-amine 17 (0.032 g, 0.106 mmol), 4-methylsulfonyl phenol 8a (0.036 g, 0.213 mmol) and potassium carbonate (0.15 g, 1.06 mmol) in 2 mL DMF was heated in a microwave at 155° C. for 30 minutes. The reaction mixture was filtered, solvent removed and diluted with ethyl acetate. The organic portions were pooled and washed with saturated bicarbonate solution and brine, dried over anhydrous sodium sulfate and solvent was ... Reaction conditions: temperature 155 celsius. Product: CN1N=CC=2C1=NC(=CC2OC2=CC=C(C=C2)S(=O)(=O)C)C2=CC=CC=1C(=NOC12)N (7-(1-methyl-4-(4-(methylsulfonyl)phenoxy)-1H-pyrazolo[3,4-b]pyridin-6-yl)benzo[d]isoxazol-3-amine). The reactants are C(C)(=O)OC(C)=O (acetic anhydride), OC1=C2C(OCC2=C(C(=C1C/C=C(/CCC(=O)OCCN1CCOCC1)\C)OC)C)=O (Morpholinoethyl E-6-(1,3-dihydro-4-hydroxy-6-methoxy-7-methyl-3-oxo-5-isobenzofuranyl)-4-methyl-4-hexenoate), O (water). The solvent is N1=CC=CC=C1 (pyridine). Conditions: time 90 minute. The product is C(C)(=O)OC1=C2C(OCC2=C(C(=C1C/C=C(/CCC(=O)OCCN1CCOCC1)\C)OC)C)=O (morpholinoethyl E-6-(1,3-dihydro-4-acetoxy-6-methoxy-7-methyl-3-oxo-5-isobenzofuranyl)-4-methyl-4-hexenoate). RXN SMILES: [OH:1][C:2]1[C:10]([CH2:11]/[CH:12]=[C:13](\[CH3:27])/[CH2:14][CH2:15][C:16]([O:18][CH2:19][CH2:20][N:21]2[CH2:26][CH2:25][O:24][CH2:23][CH2:22]2)=[O:17])=[C:9]([O:28][CH3:29])[C:8]([CH3:30])=[C:7]2[C:3]=1[C:4](=[O:31])[O:5][CH2:6]2.[C:32](OC(=O)C)(=[O:34])[CH3:33].O>N1C=CC=CC=1>[C:32]([O:1][C:2]1[C:10]([CH2:11]/[CH:12]=[C:13](\[CH3:27])/[CH2:14][CH2:15][C:16]([O:18][CH2:19][CH2:20][N:21]2[CH2:26][CH2:25][O:24][CH2:23][CH2:22]2)=[O:17])=[C:9]([O:28][CH3:29])[C:8]([CH3:30])=[C:7]2[C:3]=1[C:4](=[O:31])[O:5][CH2:6]2)(=[O:34])[CH3:33]. Reported procedure: Morpholinoethyl E-6-(1,3-dihydro-4-hydroxy-6-methoxy-7-methyl-3-oxo-5-isobenzofuranyl)-4-methyl-4-hexenoate (10.0 g) was dissolved in pyridine (50.0 ml) followed by the addition of acetic anhydride (10.0 ml). The mixture was stirred at room temperature for 90 minutes, then poured into water and extracted with ethyl acetate. The organic solution was dried and evaporated to give morpholinoethyl E-6-(1,3-dihydro-4-acetoxy-6-methoxy-7-methyl-3-oxo-5-isobenzofuranyl)-4-methyl-4-hexenoate. Solvent: C(C)#N (acetonitrile), C1(=CC=CC=C1)C (toluene), C1(=CC=CC=C1)C (toluene), C(C)#N (acetonitrile). Procedure details: A 100-L glass-lined reactor was charged with toluene (45.00 kg) and stirred at ˜20-25° C. To the stirring toluene was added 4-(4-morpholinylmethyl)benzoic acid hydrochloride (6.50 kg, 93.5%, 24.04 mol), 1-hydroxybenzotriazole monohydrate (2.32 kg, 15.13 mol), 1-cyclopropylpiperazine (3.50 kg, 27.07 mol) and acetonitrile (9.00 kg). The resulting off-white slurry was stirred under N2 at ˜20-25° C. for 40 minutes. N-(3-Dimethylaminopropyl)-N′-ethylcarbodiimide hydrochloride (3.50 kg, 27.07 mol) was... Starting materials: Cl.N1(CCOCC1)CC1=CC=C(C(=O)O)C=C1 (4-(4-morpholinylmethyl)benzoic acid hydrochloride), O.ON1N=NC2=C1C=CC=C2 (1-hydroxybenzotriazole monohydrate), C1(CC1)N1CCNCC1 (1-cyclopropylpiperazine), Cl.CN(CCCN=C=NCC)C (N-(3-Dimethylaminopropyl)-N′-ethylcarbodiimide hydrochloride), 100-L. Run at temperature 22.5 celsius. As a reaction SMILES: [ClH:1].[N:2]1([CH2:8][C:9]2[CH:17]=[CH:16][C:12]([C:13]([OH:15])=O)=[CH:11][CH:10]=2)[CH2:7][CH2:6][O:5][CH2:4][CH2:3]1.O.ON1C2C=CC=CC=2N=N1.[CH:29]1([N:32]2[CH2:37][CH2:36][NH:35][CH2:34][CH2:33]2)[CH2:31][CH2:30]1.Cl.CN(C)CCCN=C=NCC>C(#N)C.C1(C)C=CC=CC=1>[ClH:1].[ClH:1].[CH:29]1([N:32]2[CH2:37][CH2:36][N:35]([C:13]([C:12]3[CH:11]=[CH:10][C:9]([CH2:8][N:2]4[CH2:3][CH2:4][O:5][CH2:6][CH2:7]4)=[CH:17][CH:16]=3)=[O:15])[CH2:34][CH2:33]2)[CH2:31][CH2:30]1 |f:0.1,2.3,5.6,9.10.11|. Yields the product Cl.Cl.C1(CC1)N1CCN(CC1)C(=O)C1=CC=C(C=C1)CN1CCOCC1 ((4-Cyclopropyl-piperazin-1-yl)-(4-morpholin-4-ylmethyl-phenyl)-methanone bis-hydrochloride salt). The reactants are CN(C)C(=O)/N=N/C(=O)N(C)C (TMAD), C(C)(C)(C)OC(=O)N1CCN(CC1)C=1C(=NC=CN1)OCCO (2-[3-(4-tert-butoxycarbonyl-1-piperazinyl)-pyrazinyloxy]ethanol), C1(=CC=CC=C1)P(C1=CC=CC=C1)C1=CC=CC=C1 (triphenylphosphine), FC1=C(C=CC(=C1F)F)O (2,3,4-trifluorophenol). The solvent is C1CCOC1 (THF). Conditions: time 2 hour. Yields the product N1(CCNCC1)C=1C(N(C=CN1)CCOC1=C(C(=C(C=C1)F)F)F)=O (3-(1-Piperazinyl)-1-[2-(2,3,4-trifluorophenoxy)ethyl]-2(1H)-pyrazinone). The yield is 17.5%. Reaction SMILES: CN(C(/N=N/C(N(C)C)=O)=O)C.C(OC([N:20]1[CH2:25][CH2:24][N:23]([C:26]2[C:27]([O:32]CCO)=[N:28][CH:29]=[CH:30][N:31]=2)[CH2:22][CH2:21]1)=O)(C)(C)C.[C:36]1(P(C2C=CC=CC=2)C2C=CC=CC=2)C=CC=C[CH:37]=1.[F:55][C:56]1[C:61]([F:62])=[C:60]([F:63])[CH:59]=[CH:58][C:57]=1[OH:64]>C1COCC1>[N:23]1([C:26]2[C:27](=[O:32])[N:28]([CH2:36][CH2:37][O:64][C:57]3[CH:58]=[CH:59][C:60]([F:63])=[C:61]([F:62])[C:56]=3[F:55])[CH:29]=[CH:30][N:31]=2)[CH2:22][CH2:21][NH:20][CH2:25][CH2:24]1. Procedure: TMAD (0.207 g, 1.20 mmol) was added to a solution of 2-[3-(4-tert-butoxycarbonyl-1-piperazinyl)-pyrazinyloxy]ethanol (0.324 g, 1.00 mmol), triphenylphosphine (0.315 g, 1.20 mmol) and 2,3,4-trifluorophenol (0.296 g, 2.00 mmol) in THF (1 mL) at room temperature. After being stirred for 2 h, the mixture was concentrated in vacuo and put through a silica column using toluene/EtOAc (7:3) as eluent. Solvents were removed in vacuo and the resulting N-t-BOC derivative was treated with dichloromethane/TF...